Dataset: the Open Reaction Database (ORD), a public repository of structured organic reaction records. Task: describe an organic reaction: reactants, conditions, products, and yield Product: BrC=1C(=NC(=CC1)C1=NNC2=CN=C(C=C21)C=2C=NC=CC2)N2C[C@H](CCC2)N ((S)-1-(3-bromo-6-(5-(pyridin-3-yl)-1H-pyrazolo[3,4-c]pyridin-3-yl)pyridin-2-yl)piperidin-3-amine). Reactants: BrC=1C=CC(=NC1F)C1=NN(C2=CN=C(C=C21)C=2C=NC=CC2)COCC[Si](C)(C)C (3-(5-bromo-6-fluoropyridin-2-yl)-5-(pyridin-3-yl)-1-((2-(trimethylsilyl)ethoxy)methyl)-1H-pyrazolo[3,4-c]pyridine), N1C[C@H](CCC1)NC(OC(C)(C)C)=O ((S)-tert-butyl piperidin-3-ylcarbamate). As a reaction SMILES: [Br:1][C:2]1[CH:3]=[CH:4][C:5]([C:9]2[C:17]3[C:12](=[CH:13][N:14]=[C:15]([C:18]4[CH:19]=[N:20][CH:21]=[CH:22][CH:23]=4)[CH:16]=3)[N:11](COCC[Si](C)(C)C)[N:10]=2)=[N:6][C:7]=1F.[NH:32]1[CH2:37][CH2:36][CH2:35][C@H:34]([NH:38]C(=O)OC(C)(C)C)[CH2:33]1>>[Br:1][C:2]1[C:7]([N:32]2[CH2:37][CH2:36][CH2:35][C@H:34]([NH2:38])[CH2:33]2)=[N:6][C:5]([C:9]2[C:17]3[C:12](=[CH:13][N:14]=[C:15]([C:18]4[CH:19]=[N:20][CH:21]=[CH:22][CH:23]=4)[CH:16]=3)[NH:11][N:10]=2)=[CH:4][CH:3]=1. The yield is 22.3%. Reported procedure: Following the procedures as described in Example 241 and starting with 3-(5-bromo-6-fluoropyridin-2-yl)-5-(pyridin-3-yl)-1-((2-(trimethylsilyl)ethoxy)methyl)-1H-pyrazolo[3,4-c]pyridine and (S)-tert-butyl piperidin-3-ylcarbamate, 289 was obtained as an off-white solid (17.8 mg, 22.32%) over two steps. 1H NMR (400 MHz, DMSO) δ 9.31 (d, J=1.8 Hz, 1H), 9.23 (s, 1H), 9.03 (s, 1H), 8.60 (d, J=4.7 Hz, 1H), 8.46 (d, J=7.9 Hz, 1H), 8.06 (d, J=8.1 Hz, 1H), 7.71 (d, J=8.1 Hz, 1H), 7.62 (dd, J=11.8, 7.1 Hz,... Starting materials: [Br-], Cc1cc2cccc(Br)c2[nH]1, C1CCOC1, C[Mg+], [Cl-], O=C(Cl)c1cccc(Cl)c1Cl, [NH4+]. Yields the product Cc1[nH]c2c(Br)cccc2c1C(=O)c1cccc(Cl)c1Cl. As a reaction SMILES: [Br-:12].[Br:1][c:2]1[cH:3][cH:4][cH:5][c:6]2[cH:7][c:8]([CH3:11])[nH:9][c:10]12.[CH2:28]1[O:29][CH2:30][CH2:31][CH2:32]1.[CH3:13][Mg+:14].[Cl-:26].[Cl:15][c:16]1[c:17]([C:18](=[O:19])[Cl:20])[cH:21][cH:22][cH:23][c:24]1[Cl:25].[NH4+:27]>>[Br:1][c:2]1[cH:3][cH:4][cH:5][c:6]2[c:7]([C:18]([c:17]3[c:16]([Cl:15])[c:24]([Cl:25])[cH:23][cH:22][cH:21]3)=[O:19])[c:8]([CH3:11])[nH:9][c:10]12.